Dataset: the Open Reaction Database (ORD), a public repository of structured organic reaction records. Task: describe an organic reaction: reactants, conditions, products, and yield Starting materials: O (water), ClC=1C=CC(NN1)=O (6-chloropyridazin-3(2H)-one), C([O-])([O-])=O.[K+].[K+] (potassium carbonate), CI (methyl iodide). Run in CN(C)C=O (DMF). Run at temperature 25 celsius, time 4 hour. The product is ClC=1C=CC(N(N1)C)=O (6-chloro-2-methylpyridazin-3(2H)-one). Yield: 89.9%. As a reaction SMILES: [Cl:1][C:2]1[CH:3]=[CH:4][C:5](=[O:8])[NH:6][N:7]=1.[C:9](=O)([O-])[O-].[K+].[K+].CI.O>CN(C=O)C>[Cl:1][C:2]1[CH:3]=[CH:4][C:5](=[O:8])[N:6]([CH3:9])[N:7]=1 |f:1.2.3|. Reported procedure: To a solution of 6-chloropyridazin-3(2H)-one (600 mg, 4.23 mmol) were added potassium carbonate (1.2 g, 8.46 mmol) and methyl iodide (1.2 g, 8.46 mmol) in DMF (3 mL). The resulting mixture was stirred at 25° C. for 4 h. After the reaction, water was added to the reaction solution, followed by extraction with EtOAc. The organic layer was washed with water and brine, dried over sodium sulfate and then filtered. The filtrate was concentrated under reduced pressure to give the residue which was puri... Starting materials: CCO, COc1ccc(N2CCN(c3c(C)c(C)c4c(c3C)C(O)(c3cccc5ccccc35)C(C)(C)O4)CC2)cc1. As a reaction SMILES: [CH3:40][CH2:41][OH:42].[OH:1][C:2]1([c:30]2[cH:31][cH:32][cH:33][c:34]3[cH:35][cH:36][cH:37][cH:38][c:39]23)[C:3]([CH3:28])([CH3:29])[O:4][c:5]2[c:6]1[c:7]([CH3:27])[c:8]([N:13]1[CH2:14][CH2:15][N:16]([c:19]3[cH:20][cH:21][c:22]([O:25][CH3:26])[cH:23][cH:24]3)[CH2:17][CH2:18]1)[c:9]([CH3:12])[c:10]2[CH3:11]>>[CH:2]1([c:30]2[cH:31][cH:32][cH:33][c:34]3[cH:35][cH:36][cH:37][cH:38][c:39]23)[C:3]([CH3:28])([CH3:29])[O:4][c:5]2[c:6]1[c:7]([CH3:27])[c:8]([N:13]1[CH2:14][CH2:15][N:16]([c:19]3[cH:20][cH:21][c:22]([O:25][CH3:26])[cH:23][cH:24]3)[CH2:17][CH2:18]1)[c:9]([CH3:12])[c:10]2[CH3:11]. Product: COc1ccc(N2CCN(c3c(C)c(C)c4c(c3C)C(c3cccc5ccccc35)C(C)(C)O4)CC2)cc1. Reactants: C(C)N(CCN1N=C2C=3C(=C(C=CC13)NCCN1C(OCC1)=O)SC1=C2C=C(C=C1)OC)CC (3-[2-[[2[2-(diethylamino)ethyl]-9-methoxy-2H[1]benzothiopyrano-[4,3,2-cd]indazol-5-yl]amino]ethyl]-2-oxazolidinone), [OH-].[K+] (KOH), O (H2O). Run in CO (MeOH), C1CCOC1 (THF). Yields the product C(C)N(CCN1N=C2C=3C(=C(C=CC13)NCCNCCO)SC1=C2C=C(C=C1)OC)CC (2-[[2-[[2-[2-(Diethylamino)ethyl]-9-methoxy-2H[1]benzothiopyrano[4,3,2-cd]indazol-5-yl]amino]ethyl]amino]ethanol). Yield: 82.6%. As a reaction SMILES: [CH2:1]([N:3]([CH2:33][CH3:34])[CH2:4][CH2:5][N:6]1[C:14]2[CH:13]=[CH:12][C:11]([NH:15][CH2:16][CH2:17][N:18]3[CH2:22][CH2:21][O:20]C3=O)=[C:10]3[S:24][C:25]4[CH:30]=[CH:29][C:28]([O:31][CH3:32])=[CH:27][C:26]=4[C:8]([C:9]=23)=[N:7]1)[CH3:2].[OH-].[K+].O>CO.C1COCC1>[CH2:33]([N:3]([CH2:1][CH3:2])[CH2:4][CH2:5][N:6]1[C:14]2[CH:13]=[CH:12][C:11]([NH:15][CH2:16][CH2:17][NH:18][CH2:22][CH2:21][OH:20])=[C:10]3[S:24][C:25]4[CH:30]=[CH:29][C:28]([O:31][CH3:32])=[CH:27][C:26]=4[C:8]([C:9]=23)=[N:7]1)[CH3:34] |f:1.2|. Reported procedure: A mixture of 8.0 g (0.017 mol) of 3-[2-[[2[2-(diethylamino)ethyl]-9-methoxy-2H[1]benzothiopyrano-[4,3,2-cd]indazol-5-yl]amino]ethyl]-2-oxazolidinone, 70 ml of 2N KOH in MeOH, 35 ml of THF, and 35 ml of H2O was treated and the product isolated as described in Example 56 to furnish 6.4 g of the product, mp 111°-115° C. The reactants are ClC=1C=CC(=C(C(=O)C2=C(C=CC=C2)F)C1)C1=C(C=NN1C)CN(C)C (5-chloro-2-(1-methyl-4-dimethylaminomethyl-5-pyrazolyl)-2'-fluorobenzophenone), [BH4-].[Na+] (sodium borohydride). Solvent: C(C)O (ethanol). Product: ClC=1C=CC(=C(C1)C(C1=C(C=CC=C1)F)O)C1=C(C=NN1C)CN(C)C (α-[5-chloro-2-(1-methyl-4-dimethylaminomethyl-5-pyrazolyl)-phenyl]-2-fluorobenzyl alcohol). RXN SMILES: [Cl:1][C:2]1[CH:3]=[CH:4][C:5]([C:17]2[N:21]([CH3:22])[N:20]=[CH:19][C:18]=2[CH2:23][N:24]([CH3:26])[CH3:25])=[C:6]([CH:16]=1)[C:7]([C:9]1[CH:14]=[CH:13][CH:12]=[CH:11][C:10]=1[F:15])=[O:8].[BH4-].[Na+]>C(O)C>[Cl:1][C:2]1[CH:3]=[CH:4][C:5]([C:17]2[N:21]([CH3:22])[N:20]=[CH:19][C:18]=2[CH2:23][N:24]([CH3:26])[CH3:25])=[C:6]([CH:7]([OH:8])[C:9]2[CH:14]=[CH:13][CH:12]=[CH:11][C:10]=2[F:15])[CH:16]=1 |f:1.2|. Reported procedure: The solution of 1.86 g of 5-chloro-2-(1-methyl-4-dimethylaminomethyl-5-pyrazolyl)-2'-fluorobenzophenone in 100 ml of ethanol is stirred for 21/2 hours at room temperature with 500 mg sodium borohydride. It is evaporated under reduced pressure and the residue shaken with methylene chloride and 5% aqueous sodium hydroxide. After drying the organic layer and removal of the solvent, the residue is crystallized from diethyl ether-hexane, to yield the α-[5-chloro-2-(1-methyl-4-dimethylaminomethyl-5-py...